This data is from the Open Reaction Database (ORD), a public repository of structured organic reaction records. The task is: describe an organic reaction: reactants, conditions, products, and yield The reactants are CC([C@@H](C(=O)O)NC(COC1=CC=CC=C1)=O)(C)C ((2S)-3,3-dimethyl-2-[(phenoxyacetyl)amino]butanoic acid), CCOP(=O)(OCC)ON1C(=O)C2=C(C=CC=C2)N=N1 (DEPBT), C(C)(C)N(C(C)C)CC (N,N-diisopropylethylamine), N[C@H]([C@H](C[C@H](CC1=CC=C(C=C1)C1=NC=CC=C1)NC(=O)[C@H](C(C)(C)C)NC(OC)=O)O)CC1=CC=CC=C1 (methyl(1S)-1-[({(1S,3S,4S)-4-amino-3-hydroxy-5-phenyl-1-[4-(2-pyridinyl)benzyl]pentyl}amino)carbonyl]-2,2-dimethylpropylcarbamate). Run in C1CCOC1 (THF). Reaction conditions: temperature 25 celsius, time 2 hour. Yields the product CC([C@@H](C(=O)N[C@H]([C@H](C[C@H](CC1=CC=C(C=C1)C1=NC=CC=C1)NC(=O)[C@H](C(C)(C)C)NC(OC)=O)O)CC1=CC=CC=C1)NC(COC1=CC=CC=C1)=O)(C)C (methyl(1S)-1-[({(1S,3S,4S)-4-({(2S)-3,3-dimethyl-2-[(phenoxyacetyl)amino]butanoyl}amino)-3-hydroxy-5-phenyl-1-[4-(2-pyridinyl)benzyl]pentyl}amino)carbonyl]-2,2-dimethylpropylcarbamate). Isolated yield 37.1%. RXN SMILES: [NH2:1][C@@H:2]([CH2:33][C:34]1[CH:39]=[CH:38][CH:37]=[CH:36][CH:35]=1)[C@@H:3]([OH:32])[CH2:4][C@@H:5]([NH:19][C:20]([C@@H:22]([NH:27][C:28](=[O:31])[O:29][CH3:30])[C:23]([CH3:26])([CH3:25])[CH3:24])=[O:21])[CH2:6][C:7]1[CH:12]=[CH:11][C:10]([C:13]2[CH:18]=[CH:17][CH:16]=[CH:15][N:14]=2)=[CH:9][CH:8]=1.[CH3:40][C:41]([CH3:58])([CH3:57])[C@H:42]([NH:46][C:47](=[O:56])[CH2:48][O:49][C:50]1[CH:55]=[CH:54][CH:53]=[CH:52][CH:51]=1)[C:43](O)=[O:44].CCOP(ON1N=NC2C=CC=CC=2C1=O)(OCC)=O.C(N(CC)C(C)C)(C)C>C1COCC1>[CH3:40][C:41]([CH3:58])([CH3:57])[C@H:42]([NH:46][C:47](=[O:56])[CH2:48][O:49][C:50]1[CH:55]=[CH:54][CH:53]=[CH:52][CH:51]=1)[C:43]([NH:1][C@@H:2]([CH2:33][C:34]1[CH:35]=[CH:36][CH:37]=[CH:38][CH:39]=1)[C@@H:3]([OH:32])[CH2:4][C@@H:5]([NH:19][C:20]([C@@H:22]([NH:27][C:28](=[O:31])[O:29][CH3:30])[C:23]([CH3:26])([CH3:25])[CH3:24])=[O:21])[CH2:6][C:7]1[CH:12]=[CH:11][C:10]([C:13]2[CH:18]=[CH:17][CH:16]=[CH:15][N:14]=2)=[CH:9][CH:8]=1)=[O:44]. Reported procedure: A solution containing the product from Example 2C (0.020 g, 0.038 mmol) in THF (0.4 mL) was treated with the product from Example 54B (0.038 mmol), DEPBT (0.016 g, 0.054 mmol), and N,N-diisopropylethylamine (0.032 mL, 0.184 mmol), stirred at 25° C. for 2 hours, and partitioned between ethyl acetate and 10% Na2CO3 solution. The organic phase was washed with additional 10% Na2CO3 solution and brine, dried over MgSO4, filtered and concentrated. The residue was purified by reversed phase chromatogra...